Dataset: the Open Reaction Database (ORD), a public repository of structured organic reaction records. Task: describe an organic reaction: reactants, conditions, products, and yield The reactants are CC(=O)O[BH-](OC(C)=O)OC(C)=O, O=Cc1nc2c(N3CCOCC3)nc(Cl)nc2s1, C1CN(C2CNC2)CCO1, [Na+]. The product is Clc1nc(N2CCOCC2)c2nc(CN3CC(N4CCOCC4)C3)sc2n1. Reaction SMILES: [C:29]([O:30][BH-:31]([O:32][C:33](=[O:34])[CH3:35])[O:36][C:37](=[O:38])[CH3:39])(=[O:40])[CH3:41].[Cl:1][c:2]1[n:3][c:4]([N:13]2[CH2:14][CH2:15][O:16][CH2:17][CH2:18]2)[c:5]2[c:6]([n:7]1)[s:8][c:9]([CH:11]=[O:12])[n:10]2.[NH:19]1[CH2:20][CH:21]([N:23]2[CH2:24][CH2:25][O:26][CH2:27][CH2:28]2)[CH2:22]1.[Na+:42]>>[Cl:1][c:2]1[n:3][c:4]([N:13]2[CH2:14][CH2:15][O:16][CH2:17][CH2:18]2)[c:5]2[c:6]([n:7]1)[s:8][c:9]([CH2:11][N:19]1[CH2:20][CH:21]([N:23]3[CH2:24][CH2:25][O:26][CH2:27][CH2:28]3)[CH2:22]1)[n:10]2. Reactants: FC1=C(C(=C(C(=C1OC([C@@H](CC1=CC=C(C=C1)C1=CC(=C(C=C1)F)Cl)NC(=O)OC(C)(C)C)=O)F)F)F)F (2-(R)-tert-butoxycarbonylamino-3-(3′-chloro-4′-fluoro-biphenyl-4-yl)-propionic acid pentafluorophenyl ester), ONC(C)=N (N-hydroxy-acetamidine). The product is C(C)(C)(C)OC(N[C@H](CC1=CC=C(C=C1)C1=CC(=C(C=C1)F)Cl)C1=NC(=NO1)C)=O ([2-(3′-Chloro-4′-fluoro-biphenyl-4-yl)-1-(R)-(3-methyl-[1,2,4]oxadiazol-5-yl)-ethyl]-carbamic acid tert-butyl ester). Isolated yield 88.9%. RXN SMILES: FC1C([O:8][C:9](=O)[C@H:10]([NH:26][C:27]([O:29][C:30]([CH3:33])([CH3:32])[CH3:31])=[O:28])[CH2:11][C:12]2[CH:17]=[CH:16][C:15]([C:18]3[CH:23]=[CH:22][C:21]([F:24])=[C:20]([Cl:25])[CH:19]=3)=[CH:14][CH:13]=2)=C(F)C(F)=C(F)C=1F.O[NH:40][C:41](=[NH:43])[CH3:42]>>[C:30]([O:29][C:27](=[O:28])[NH:26][C@@H:10]([C:9]1[O:8][N:43]=[C:41]([CH3:42])[N:40]=1)[CH2:11][C:12]1[CH:13]=[CH:14][C:15]([C:18]2[CH:23]=[CH:22][C:21]([F:24])=[C:20]([Cl:25])[CH:19]=2)=[CH:16][CH:17]=1)([CH3:33])([CH3:31])[CH3:32]. Reported procedure: [2-(3′-Chloro-4′-fluoro-biphenyl-4-yl)-1-(R)-(3-methyl-[1,2,4]oxadiazol-5-yl)-ethyl]-carbamic acid tert-butyl ester (96 mg,) was prepared from 2-(R)-tert-butoxycarbonylamino-3-(3′-chloro-4′-fluoro-biphenyl-4-yl)-propionic acid pentafluorophenyl ester (140 mg, 0.25 mmol) and N-hydroxy-acetamidine (37 mg, 0.5 mmol) following the general procedure O.